From a dataset of the Open Reaction Database (ORD), a public repository of structured organic reaction records. describe an organic reaction: reactants, conditions, products, and yield Starting materials: C=O (formaldehyde), C(#N)[BH3-].[Na+] (sodium cyanoborohydride), solution, C(C1=CC=CC=C1)NC1CCN(CC1)C(C1=CC=C(C=C1)N1N=CN=C1)=O (4-benzylamino-1-[4-(1,2,4-triazol-1-yl)benzoyl]piperidine), C(C)(=O)O (acetic acid). The solvent is CO (methanol). Conditions: time 1 hour. Product: CN(CC1=CC=CC=C1)C1CCN(CC1)C(C1=CC=C(C=C1)N1N=CN=C1)=O (4-(N-methyl-N-benzylamino)-1-[4-(1,2,4-triazol-1-yl)benzoyl]piperidine). Yield: 32.9%. Reaction SMILES: C=O.[C:3]([BH3-])#N.[Na+].[CH2:7]([NH:14][CH:15]1[CH2:20][CH2:19][N:18]([C:21](=[O:33])[C:22]2[CH:27]=[CH:26][C:25]([N:28]3[CH:32]=[N:31][CH:30]=[N:29]3)=[CH:24][CH:23]=2)[CH2:17][CH2:16]1)[C:8]1[CH:13]=[CH:12][CH:11]=[CH:10][CH:9]=1.C(O)(=O)C>CO>[CH3:3][N:14]([CH:15]1[CH2:20][CH2:19][N:18]([C:21](=[O:33])[C:22]2[CH:27]=[CH:26][C:25]([N:28]3[CH:32]=[N:31][CH:30]=[N:29]3)=[CH:24][CH:23]=2)[CH2:17][CH2:16]1)[CH2:7][C:8]1[CH:13]=[CH:12][CH:11]=[CH:10][CH:9]=1 |f:1.2|. Procedure: 0.7 ml of a 37% aqueous formaldehyde solution and 0.21 g of sodium cyanoborohydride were added to 30 ml of a solution of 0.82 g of 4-benzylamino-1-[4-(1,2,4-triazol-1-yl)benzoyl]piperidine in methanol, under ice-cooling. To the mixture was dropwise added 0.7 ml of acetic acid. The mixture was stirred at room temperature for 1 hour and then subjected to distillation to remove the solvent. The residue was extracted with methylene chloride. The extract was washed with a 1 N aqueous sodium hydroxide... Starting materials: CC(Br)C(=O)c1cc(C(N)=O)cs1, CC(N)CCc1ccccc1, CCC(C)=O, CCOC(C)=O. The product is CC(=NC(C)CCc1ccccc1)C(=O)c1cc(C(N)=O)cs1. Reaction SMILES: [Br:12][CH:13]([C:14](=[O:15])[c:16]1[cH:17][c:18]([C:21](=[O:22])[NH2:23])[cH:19][s:20]1)[CH3:24].[CH3:1][CH:2]([CH2:3][CH2:4][c:5]1[cH:6][cH:7][cH:8][cH:9][cH:10]1)[NH2:11].[CH3:25][C:26](=[O:27])[CH2:28][CH3:29].[CH3:30][CH2:31][O:32][C:33]([CH3:34])=[O:35]>>[CH3:1][CH:2]([CH2:3][CH2:4][c:5]1[cH:6][cH:7][cH:8][cH:9][cH:10]1)[N:11]=[C:13]([C:14](=[O:15])[c:16]1[cH:17][c:18]([C:21](=[O:22])[NH2:23])[cH:19][s:20]1)[CH3:24]. Reactants: C[C@H]1NCCNC1 ((R)-2-methylpiperazine), C(C1=CC=CC=C1)(=O)Cl (benzoyl chloride), C([O-])(O)=O.[Na+] (sodium bicarbonate). Run in CC(=O)C (acetone), O (water), CC(=O)C (acetone). The product is C[C@@H]1CN(CCN1)C(=O)C1=CC=CC=C1 ((R)-(3-methylpiperazin-1-yl)(phenyl)methanone). As a reaction SMILES: [CH3:1][C@@H:2]1[CH2:7][NH:6][CH2:5][CH2:4][NH:3]1.C(=O)(O)[O-].[Na+].[C:13](Cl)(=[O:20])[C:14]1[CH:19]=[CH:18][CH:17]=[CH:16][CH:15]=1>O.CC(C)=O>[CH3:1][C@H:2]1[NH:3][CH2:4][CH2:5][N:6]([C:13]([C:14]2[CH:19]=[CH:18][CH:17]=[CH:16][CH:15]=2)=[O:20])[CH2:7]1 |f:1.2|. Reported procedure: (R)-2-methylpiperazine (13.85 g, 138 mmol), and sodium bicarbonate (52.3 g, 622 mmol) were dissolved/suspended in water (182 mL) and acetone (112 mL). The flask was cooled in an ice bath and a solution of benzoyl chloride (17.7 mL, 152 mmol) in acetone (56 mL) was added drop-wise over 1 hour. After 16 hours the acetone was removed on the rotovap. Water (400 mL) was added and the resulting mixture acidified using 6 M HCl to pH <2. The aqueous layer was washed with 200 mL CH2Cl2 three times. Aqueo... Reactants: COC(=O)C(=Cc1ccc(C#N)cc1OCC(CCC(=O)OCc1ccccc1)NC(=O)c1cccc(-c2ccc(N)cc2)c1)NC(C)=O, CS(C)(=O)=O, N=C(N)Cl, Cl, O=C(O)C(F)(F)F, O. Yields the product COC(=O)C(=Cc1ccc(C#N)cc1OCC(CCC(=O)OCc1ccccc1)NC(=O)c1cccc(-c2ccc(NC(=N)N)cc2)c1)NC(C)=O, O=C(O)C(F)(F)F. As a reaction SMILES: [C:8]([CH3:9])(=[O:10])[NH:11][C:12]([C:13](=[O:14])[O:15][CH3:16])=[CH:17][c:18]1[c:19]([O:26][CH2:27][CH:28]([CH2:29][CH2:30][C:31](=[O:32])[O:33][CH2:34][c:35]2[cH:36][cH:37][cH:38][cH:39][cH:40]2)[NH:41][C:42]([c:43]2[cH:44][c:45](-[c:49]3[cH:50][cH:51][c:52]([NH2:55])[cH:53][cH:54]3)[cH:46][cH:47][cH:48]2)=[O:56])[cH:20][c:21]([C:24]#[N:25])[cH:22][cH:23]1.[CH3:62][S:63]([CH3:64])(=[O:65])=[O:66].[Cl:58][C:59](=[NH:60])[NH2:61].[ClH:57].[F:1][C:2]([C:3](=[O:4])[OH:5])([F:6])[F:7].[OH2:67]>>[C:8]([CH3:9])(=[O:10])[NH:11][C:12]([C:13](=[O:14])[O:15][CH3:16])=[CH:17][c:18]1[c:19]([O:26][CH2:27][CH:28]([CH2:29][CH2:30][C:31](=[O:32])[O:33][CH2:34][c:35]2[cH:36][cH:37][cH:38][cH:39][cH:40]2)[NH:41][C:42]([c:43]2[cH:44][c:45](-[c:49]3[cH:50][cH:51][c:52]([NH:55][C:59](=[NH:60])[NH2:61])[cH:53][cH:54]3)[cH:46][cH:47][cH:48]2)=[O:56])[cH:20][c:21]([C:24]#[N:25])[cH:22][cH:23]1.[F:1][C:2]([C:3](=[O:4])[OH:5])([F:6])[F:7]. The reactants are CC(=O)OCC1OC(N=C=S)C(OC(C)=O)C(OC(C)=O)C1OC(C)=O, Nc1nc2ccccc2s1, Cc1ccccc1C. The product is CC(=O)OCC1OC(NC(=S)Nc2nc3ccccc3s2)C(OC(C)=O)C(OC(C)=O)C1OC(C)=O. RXN SMILES: [C:1]([CH3:2])(=[O:3])[O:4][CH:5]1[CH:6]([N:24]=[C:25]=[S:26])[O:7][CH:8]([CH2:19][O:20][C:21]([CH3:22])=[O:23])[CH:9]([O:15][C:16]([CH3:17])=[O:18])[CH:10]1[O:11][C:12]([CH3:13])=[O:14].[NH2:27][c:28]1[s:29][c:30]2[c:31]([n:32]1)[cH:33][cH:34][cH:35][cH:36]2.[c:37]1([CH3:38])[c:39]([CH3:40])[cH:41][cH:42][cH:43][cH:44]1>>[C:1]([CH3:2])(=[O:3])[O:4][CH:5]1[CH:6]([NH:24][C:25](=[S:26])[NH:27][c:28]2[s:29][c:30]3[c:31]([n:32]2)[cH:33][cH:34][cH:35][cH:36]3)[O:7][CH:8]([CH2:19][O:20][C:21]([CH3:22])=[O:23])[CH:9]([O:15][C:16]([CH3:17])=[O:18])[CH:10]1[O:11][C:12]([CH3:13])=[O:14].